This data is from the Open Reaction Database (ORD), a public repository of structured organic reaction records. The task is: describe an organic reaction: reactants, conditions, products, and yield The reactants are COC1=C(C=CC=C1)N=C=O (2-methoxyphenylisocyanate), CC(C)C1=C(C(=CC=C1)C(C)C)NC(CNCC(C1=CC=CC=C1)C1=CC=CC=C1)=O (N-[2,6-bis(1-Methylethyl)phenyl]-2-[(2,2-diphenylethyl)amino]acetamide), ethyl isocyanato acetate, CC(C)C1=C(C(=CC=C1)C(C)C)NC(CNC(C1=CC=CC=C1)C1=CC=CC=C1)=O (N-[2,6-bis(1-Methylethyl)phenyl]-2-[(diphenylmethyl)amino]acetamide). RXN SMILES: [CH3:1][O:2][C:3]1[CH:8]=[CH:7][CH:6]=[CH:5][C:4]=1[N:9]=[C:10]=[O:11].[CH3:12][CH:13]([C:15]1[CH:20]=[CH:19][CH:18]=[C:17]([CH:21]([CH3:23])[CH3:22])[C:16]=1[NH:24][C:25](=[O:41])[CH2:26][NH:27][CH:28]([C:35]1[CH:40]=[CH:39][CH:38]=[CH:37][CH:36]=1)[C:29]1[CH:34]=[CH:33][CH:32]=[CH:31][CH:30]=1)[CH3:14].CC(C1C=CC=C(C(C)C)C=1NC(=O)CNCC(C1C=CC=CC=1)C1C=CC=CC=1)C>>[CH3:14][CH:13]([C:15]1[CH:20]=[CH:19][CH:18]=[C:17]([CH:21]([CH3:22])[CH3:23])[C:16]=1[NH:24][C:25](=[O:41])[CH2:26][N:27]([CH:28]([C:35]1[CH:36]=[CH:37][CH:38]=[CH:39][CH:40]=1)[C:29]1[CH:30]=[CH:31][CH:32]=[CH:33][CH:34]=1)[C:10]([NH:9][C:4]1[CH:5]=[CH:6][CH:7]=[CH:8][C:3]=1[O:2][CH3:1])=[O:11])[CH3:12]. Yields the product CC(C)C1=C(C(=CC=C1)C(C)C)NC(CN(C(=O)NC1=C(C=CC=C1)OC)C(C1=CC=CC=C1)C1=CC=CC=C1)=O (N-[2,6-bis(1-Methylethyl)phenyl]-2-[(diphenylmethyl)[[(2-methoxyphenyl)amino]carbonyl]amino]acetamide). Reported procedure: When in the procedure of Example 80 an appropriate amount of 2-methoxyphenylisocyanate was substituted for ethyl isocyanato acetate and an appropriate amount of the product of Example 4 was substituted for the product of Example 70 and the general procedure of Example 80 was followed the title compound was obtained. Total yield, 1.56 g (76%).